This data is from the Open Reaction Database (ORD), a public repository of structured organic reaction records. The task is: describe an organic reaction: reactants, conditions, products, and yield Reactants: COC(C1=CC=C(C=C1)C1=CC(=NC=C1Cl)F)=O (4-(5-Chloro-2-fluoropyridin-4-yl)-benzoic acid methyl ester), C(C)(C)N (isopropylamine). Run in CS(=O)C (DMSO), O (water). Reaction conditions: temperature 90 celsius. Product: COC(C1=CC=C(C=C1)C1=CC(=NC=C1Cl)NC(C)C)=O (4-(5-chloro-2-isopropylamino-pyridin-4-yl)-benzoic acid methyl ester). Yield: 67.0%. Reaction SMILES: [CH3:1][O:2][C:3](=[O:18])[C:4]1[CH:9]=[CH:8][C:7]([C:10]2[C:15]([Cl:16])=[CH:14][N:13]=[C:12](F)[CH:11]=2)=[CH:6][CH:5]=1.[CH:19]([NH2:22])([CH3:21])[CH3:20]>CS(C)=O.O>[CH3:1][O:2][C:3](=[O:18])[C:4]1[CH:9]=[CH:8][C:7]([C:10]2[C:15]([Cl:16])=[CH:14][N:13]=[C:12]([NH:22][CH:19]([CH3:21])[CH3:20])[CH:11]=2)=[CH:6][CH:5]=1. Procedure details: 4-(5-Chloro-2-fluoropyridin-4-yl)-benzoic acid methyl ester (90 mg, 0.34 mmol) was dissolved in DMSO in a screw cap tube and 0.5 mL isopropylamine was added. The tube was sealed and heated to 90° C. for 2 days. The reaction mixture was diluted with water and extracted with ethyl acetate. The organic layer was washed with brine, dried over sodium sulfate and concentrated to an oil, which was purified by chromatography on silica (EtOAc 0 to 20%/hexanes) to give 70 mg of 4-(5-chloro-2-isopropylamin... The reactants are CN(/C=C/C(=O)C1=NN(C=CC1=O)C1=CC=CC=C1)C (3-((E)-3-Dimethylamino-acryloyl)-1-phenyl-1H-pyridazin-4-one), CS(=O)(=O)C1=CC=C(C=C1)NN (4-(methylsulfonyl)phenylhydrazine). Product: CS(=O)(=O)C1=CC=C(C=C1)N1N=CC=C1C1=NN(C=CC1=O)C1=CC=CC=C1 (3-[2-(4-Methanesulfonyl-phenyl)-2H-pyrazol-3-yl]-1-phenyl-1H-pyridazin-4-one). Yield: 12.0%. RXN SMILES: C[N:2](C)/[CH:3]=[CH:4]/[C:5]([C:7]1[C:12](=[O:13])[CH:11]=[CH:10][N:9]([C:14]2[CH:19]=[CH:18][CH:17]=[CH:16][CH:15]=2)[N:8]=1)=O.[CH3:21][S:22]([C:25]1[CH:30]=[CH:29][C:28]([NH:31]N)=[CH:27][CH:26]=1)(=[O:24])=[O:23]>>[CH3:21][S:22]([C:25]1[CH:30]=[CH:29][C:28]([N:31]2[C:5]([C:7]3[C:12](=[O:13])[CH:11]=[CH:10][N:9]([C:14]4[CH:19]=[CH:18][CH:17]=[CH:16][CH:15]=4)[N:8]=3)=[CH:4][CH:3]=[N:2]2)=[CH:27][CH:26]=1)(=[O:23])=[O:24]. Reported procedure: The product was obtained starting from 3-((E)-3-Dimethylamino-acryloyl)-1-phenyl-1H-pyridazin-4-one (A-1) and 4-(methylsulfonyl)phenylhydrazine according to the method described for Example 1 in 12% yield. MS: M=392.9 (M+H)+